The task is: describe an organic reaction: reactants, conditions, products, and yield. This data is from the Open Reaction Database (ORD), a public repository of structured organic reaction records. Starting materials: C1(C=2C(C(N1CCCCCCO[C@@H]1CC3=CC[C@H]4[C@@H]5CC[C@H]([C@@H](CCCC(C)C)C)[C@]5(CC[C@@H]4[C@]3(CC1)C)C)=O)=CC=CC2)=O (6-phthalimido-1-(5-cholesten-3β-yloxy)hexane), C(CCC)N (n-butylamine). The solvent is CO (methanol), C(Cl)(Cl)Cl (chloroform). The product is CC(C)CCC[C@@H](C)[C@H]1CC[C@H]2[C@@H]3CC=C4C[C@H](CC[C@]4(C)[C@H]3CC[C@]12C)OCCCCCCN (6-(5-Cholesten-3β-yloxy)hexylamine). Isolated yield 43.1%. Reaction SMILES: C1(=O)[N:5]([CH2:6][CH2:7][CH2:8][CH2:9][CH2:10][CH2:11][O:12][C@H:13]2[CH2:37][CH2:36][C@@:35]3([CH3:38])[C:15](=[CH:16][CH2:17][C@@H:18]4[C@@H:34]3[CH2:33][CH2:32][C@@:31]3([CH3:39])[C@H:19]4[CH2:20][CH2:21][C@@H:22]3[C@H:23]([CH3:30])[CH2:24][CH2:25][CH2:26][CH:27]([CH3:29])[CH3:28])[CH2:14]2)C(=O)C2=CC=CC=C12.C(N)CCC>CO.C(Cl)(Cl)Cl>[CH3:29][CH:27]([CH2:26][CH2:25][CH2:24][C@H:23]([C@@H:22]1[C@:31]2([CH3:39])[C@H:19]([C@H:18]3[C@H:34]([CH2:33][CH2:32]2)[C@:35]2([CH3:38])[C:15]([CH2:14][C@@H:13]([O:12][CH2:11][CH2:10][CH2:9][CH2:8][CH2:7][CH2:6][NH2:5])[CH2:37][CH2:36]2)=[CH:16][CH2:17]3)[CH2:20][CH2:21]1)[CH3:30])[CH3:28]. Procedure details: A solution of 6-phthalimido-1-(5-cholesten-3β-yloxy)hexane (500 mg) and n-butylamine (5 ml) in methanol (10 ml) and chloroform (5 ml) is heated under reflux for 1 hour. The solution is evaporated in vacuo to a residue that is put on a column of silica gel and eluted with CHCl3 -MeOH-NH4OH 90:10:1 (v/v/v). The ninhydrin positive fractions are combined and evaporated to give the title compound (170 mg, 43%). Starting materials: N1=CC=CC=C1 (pyridine), P(=O)(Cl)(Cl)Cl (phosphorus oxychloride), Cl.N[C@H]1[C@@H]2N(C(=C(CS2)CBr)C(=O)OC(C2=CC=CC=C2)C2=CC=CC=C2)C1=O (diphenylmethyl (6R,7R)-7-amino-3-bromomethyl-ceph-3-em-4-carboxylate hydrochloride), C(C1=CC=CC=C1)(C1=CC=CC=C1)(C1=CC=CC=C1)NC=1SC=C(N1)/C(/C(=O)O)=N/OC ((Z)-2-(2-tritylaminothiazol-4-yl)-2-methoxyiminoacetic acid). Run in C(Cl)Cl (methylene chloride), C(Cl)(Cl)Cl (chloroform). Yields the product BrCC=1CS[C@H]2N(C1C(=O)OC(C1=CC=CC=C1)C1=CC=CC=C1)C([C@H]2NC(\C(=N/OC)\C=2N=C(SC2)NC(C2=CC=CC=C2)(C2=CC=CC=C2)C2=CC=CC=C2)=O)=O (Diphenylmethyl (6R,7R)-3-bromomethyl-7-[(Z)-2-(2-tritylaminothiazol-4-yl)-2-methoxyiminoacetamido]-ceph-3-em-4-carboxylate). Yield: 89.5%. RXN SMILES: Cl.[NH2:2][C@@H:3]1[C:28](=[O:29])[N:5]2[C:6]([C:12]([O:14][CH:15]([C:22]3[CH:27]=[CH:26][CH:25]=[CH:24][CH:23]=3)[C:16]3[CH:21]=[CH:20][CH:19]=[CH:18][CH:17]=3)=[O:13])=[C:7]([CH2:10][Br:11])[CH2:8][S:9][C@H:4]12.[C:30]([NH:49][C:50]1[S:51][CH:52]=[C:53](/[C:55](=[N:59]/[O:60][CH3:61])/[C:56](O)=[O:57])[N:54]=1)([C:43]1[CH:48]=[CH:47][CH:46]=[CH:45][CH:44]=1)([C:37]1[CH:42]=[CH:41][CH:40]=[CH:39][CH:38]=1)[C:31]1[CH:36]=[CH:35][CH:34]=[CH:33][CH:32]=1.N1C=CC=CC=1.P(Cl)(Cl)(Cl)=O>C(Cl)Cl.C(Cl)(Cl)Cl>[Br:11][CH2:10][C:7]1[CH2:8][S:9][C@@H:4]2[C@H:3]([NH:2][C:56](=[O:57])/[C:55](/[C:53]3[N:54]=[C:50]([NH:49][C:30]([C:37]4[CH:42]=[CH:41][CH:40]=[CH:39][CH:38]=4)([C:31]4[CH:32]=[CH:33][CH:34]=[CH:35][CH:36]=4)[C:43]4[CH:48]=[CH:47][CH:46]=[CH:45][CH:44]=4)[S:51][CH:52]=3)=[N:59]\[O:60][CH3:61])[C:28](=[O:29])[N:5]2[C:6]=1[C:12]([O:14][CH:15]([C:16]1[CH:21]=[CH:20][CH:19]=[CH:18][CH:17]=1)[C:22]1[CH:23]=[CH:24][CH:25]=[CH:26][CH:27]=1)=[O:13] |f:0.1|. Procedure details: 120 mg (0.24 mmol) of diphenylmethyl (6R,7R)-7-amino-3-bromomethyl-ceph-3-em-4-carboxylate hydrochloride and 120 mg (0.27 mmol) of (Z)-2-(2-tritylaminothiazol-4-yl)-2-methoxyiminoacetic acid were dissolved in 2.4 ml of methylene chloride, then 98 μl (1.2 mmol) of pyridine and 24 μl (0.27 mmol) of phosphorus oxychloride were added thereto with ice cooling, and reacted for 10 minutes. After the reaction, 12 ml of chloroform was added to the reaction mixture, which was washed with 6 ml of water twi... The reactants are 140C, BrC1=CC=C(C(=O)OCC(=O)C2CC2)C=C1 (2-cyclopropyl-2-oxoethyl 4-bromobenzoate), C(C)(=O)N (acetamide), B(F)(F)F.CCOCC (BF3 Et2O). Yields the product BrC1=CC=C(C=C1)C=1OC=C(N1)C1CC1 (2-(4-bromophenyl)-4-cyclopropyl-1,3-oxazole). Isolated yield 16.4%. RXN SMILES: [Br:1][C:2]1[CH:16]=[CH:15][C:5]([C:6]([O:8][CH2:9][C:10]([CH:12]2[CH2:14][CH2:13]2)=O)=O)=[CH:4][CH:3]=1.C([NH2:20])(=O)C.B(F)(F)F.CCOCC>>[Br:1][C:2]1[CH:16]=[CH:15][C:5]([C:6]2[O:8][CH:9]=[C:10]([CH:12]3[CH2:14][CH2:13]3)[N:20]=2)=[CH:4][CH:3]=1 |f:2.3|. Procedure: To a mixture of 2-cyclopropyl-2-oxoethyl 4-bromobenzoate (4.51 g, 15.93 mmol) and acetamide (4.71 g, 79.74 mmol) was added BF3/Et2O (1 ml). The mixture was heated at 140C for 8 h. Upon cooling, the mixture was partitioned between water and Et2O. The aqueous phase was extracted with Et2O (1×125 ml). The combined organic phases were washed with Water and brine, dried with MgSO4, and concentrated in vacuo. The crude material was purified by flash chromatography (CH2Cl2/hexanes, 30:70 to 50:50) to y...